This data is from the Open Reaction Database (ORD), a public repository of structured organic reaction records. The task is: describe an organic reaction: reactants, conditions, products, and yield As a reaction SMILES: [H-].[Na+].[CH2:3]([OH:9])[C:4]1[O:8][CH2:7][CH2:6][CH:5]=1.[CH2:10](Br)[C:11]1[CH:16]=[CH:15][CH:14]=[CH:13][CH:12]=1.O>CN(C)C=O>[CH2:10]([O:9][CH2:3][C:4]1[O:8][CH2:7][CH2:6][CH:5]=1)[C:11]1[CH:16]=[CH:15][CH:14]=[CH:13][CH:12]=1 |f:0.1|. Reactants: C(C1=CCCO1)O (4,5-dihydrofurfuryl alcohol), [H-].[Na+] (sodium hydride), O (water), C(C1=CC=CC=C1)Br (benzyl bromide). Conditions: time 1 hour. The solvent is CN(C=O)C (dimethylformamide), CN(C=O)C (dimethylformamide). Procedure: 7.69 g of sodium hydride (as a 55% w/w suspension in mineral oil) were suspended in 150 ml of dimethylformamide, and 17.64 g of 4,5-dihydrofurfuryl alcohol (prepared as described in Preparation 48) in 30 ml of dimethylformamide were added dropwise at 5°-10° C. over 30 minutes, whilst ice-cooling. The mixture was stirred at room temperature for 1 hour, and then 20.93 ml of benzyl bromide were added dropwise thereto at 10°-15° C. over a further 30 minutes, whilst ice-cooling. The reaction mixture ... Yields the product C(C1=CC=CC=C1)OCC=1OCCC1 (2-Benzyloxymethyl-4,5-dihydrofuran). Reactants: CC(=O)[O-], CC(=O)[O-], CCC(=CCCl)c1cccc([N+](=O)[O-])c1, ClCCl, CCOC(=O)C=[N+]=[N-], [Rh+2]. Yields the product CCOC(=O)C1C(CCl)C1(CC)c1cccc([N+](=O)[O-])c1. Reaction SMILES: [C:27]([O-:28])(=[O:29])[CH3:30].[C:32]([O-:33])(=[O:34])[CH3:35].[Cl:1][CH2:2][CH:3]=[C:4]([CH2:5][CH3:6])[c:7]1[cH:8][c:9]([N+:13](=[O:14])[O-:15])[cH:10][cH:11][cH:12]1.[Cl:24][CH2:25][Cl:26].[N+:16](=[N-:17])=[CH:18][C:19](=[O:20])[O:21][CH2:22][CH3:23].[Rh+2:31]>>[Cl:1][CH2:2][CH:3]1[C:4]([CH2:5][CH3:6])([c:7]2[cH:8][c:9]([N+:13](=[O:14])[O-:15])[cH:10][cH:11][cH:12]2)[CH:18]1[C:19](=[O:20])[O:21][CH2:22][CH3:23]. Reactants: teflon, 1G, NC=1C=CC(=C(C1)NC(C)=O)C (N-(5-amino-2-methylphenyl)acetamide), CC1(C2=C(C(=CC=C2)P(C3=CC=CC=C3)C4=CC=CC=C4)OC5=C(C=CC=C51)P(C6=CC=CC=C6)C7=CC=CC=C7)C (xantphos), C(C)[SiH](CC)CC (triethylsilane), C(=O)(C(F)(F)F)O (TFA). Reagents/catalysts: [Cu]I (copper(I) iodide), C=1C=CC(=CC1)/C=C/C(=O)/C=C/C2=CC=CC=C2.C=1C=CC(=CC1)/C=C/C(=O)/C=C/C2=CC=CC=C2.C=1C=CC(=CC1)/C=C/C(=O)/C=C/C2=CC=CC=C2.[Pd].[Pd] (Pd2(dba)3). Run in CC(=O)N(C)C (DMA), C(Cl)Cl (DCM). Conditions: temperature 125 celsius, time 30 minute. Product: COC1=CC=C(CNC2CC2)C=C1 (N-(4-methoxybenzyl)cyclopropanamine). Isolated yield 496.5%. Reaction SMILES: NC1C=C[C:5]([CH3:12])=[C:6]([NH:8][C:9](=O)C)C=1.CC1(C)[C:40]2[C:35](=[C:36](P(C3C=CC=CC=3)C3C=CC=CC=3)[CH:37]=[CH:38][CH:39]=2)[O:34][C:16]2C(P(C3C=CC=CC=3)C3C=CC=CC=3)=CC=CC1=2.C([SiH](CC)CC)C.C(O)(C(F)(F)F)=O>C(Cl)Cl.[Cu]I.C1C=CC(/C=C/C(/C=C/C2C=CC=CC=2)=O)=CC=1.C1C=CC(/C=C/C(/C=C/C2C=CC=CC=2)=O)=CC=1.C1C=CC(/C=C/C(/C=C/C2C=CC=CC=2)=O)=CC=1.[Pd].[Pd].CC(N(C)C)=O>[CH3:16][O:34][C:35]1[CH:36]=[CH:37][C:38]([CH2:9][NH:8][CH:6]2[CH2:5][CH2:12]2)=[CH:39][CH:40]=1 |f:6.7.8.9.10|. Procedure details: DMA (1.5 mL) was placed in a 1-dram vial with a teflon-lined septum cap, and the solvent was degassed by bubbling argon through it for 10 minutes. 1G (0.15 g, 0.42 mmol), N-(5-amino-2-methylphenyl)acetamide (0.104 g, 0.636 mmol), copper(I) iodide (0.040 g, 0.212 mmol), xantphos (0.049 g, 0.085 mmol), and Pd2(dba)3 (0.039 g, 0.042 mmol) were added in one portion, and the suspension was pump/purged three times with argon. The vessel was then heated to 125° C. for 45 min. and then cooled to room te... The reactants are O (H2O), C(C)(C)(C)OC(=O)N1CCC(CC1)CC(=CCC(C)C)C(=O)OC(C)(C)C (4-(2-tert-butoxycarbonyl-5-methyl-hex-2-enyl)-piperidine-1-carboxylic acid tert-butyl ester), C([O-])([O-])=O.[K+].[K+] (potassium carbonate), COC1=CC=C(C=C1)CS (4-methoxy-α-toluenethiol). Solvent: CN(C)C=O (DMF), CN(C)C=O (DMF). The product is C(C)(C)(C)OC(=O)N1CCC(CC1)CC(C(CC(C)C)SCC1=CC=C(C=C1)OC)C(=O)OC(C)(C)C (4-[2-tert-butoxycarbonyl-3-(4-methoxy-benzylsulfanyl)-5-methyl-hexyl]-piperidine-1-carboxylic acid tert-butyl ester). Yield: 63.0%. As a reaction SMILES: [C:1]([O:5][C:6]([N:8]1[CH2:13][CH2:12][CH:11]([CH2:14][C:15]([C:21]([O:23][C:24]([CH3:27])([CH3:26])[CH3:25])=[O:22])=[CH:16][CH2:17][CH:18]([CH3:20])[CH3:19])[CH2:10][CH2:9]1)=[O:7])([CH3:4])([CH3:3])[CH3:2].C(=O)([O-])[O-].[K+].[K+].[CH3:34][O:35][C:36]1[CH:41]=[CH:40][C:39]([CH2:42][SH:43])=[CH:38][CH:37]=1.O>CN(C=O)C>[C:1]([O:5][C:6]([N:8]1[CH2:13][CH2:12][CH:11]([CH2:14][CH:15]([C:21]([O:23][C:24]([CH3:25])([CH3:26])[CH3:27])=[O:22])[CH:16]([S:43][CH2:42][C:39]2[CH:40]=[CH:41][C:36]([O:35][CH3:34])=[CH:37][CH:38]=2)[CH2:17][CH:18]([CH3:20])[CH3:19])[CH2:10][CH2:9]1)=[O:7])([CH3:4])([CH3:2])[CH3:3] |f:1.2.3|. Procedure details: A solution of 4-(2-tert-butoxycarbonyl-5-methyl-hex-2-enyl)-piperidine-1-carboxylic acid tert-butyl ester (2.0 g, 5.24 mmol) in DMF (5 mL) was added to a mixture of potassium carbonate (0.54 g, 3.93 mmol) and 4-methoxy-α-toluenethiol (1.17 g, 10.48 mmol) in DMF (50 mL) under nitrogen. The mixture was refluxed for 5 h and allowed to cool to room temperature. The reaction mixture was then poured into H2O and extracted with ethyl acetate. The organic layers were combined and washed with water. The ... Starting materials: Cl.Cl.NC1=CC(=C(C(=O)NCC2CCNCC2)C=C1Cl)OC (4-Amino-5-chloro-2-methoxy-N-(piperidin-4-ylmethyl)benzamide dihydrochloride), BrCCCCCCC(=O)C1=CN(C2=CC=CC=C12)C (7-bromo-1-(1-methyl-1 H-indol-3-yl)-1-heptanone). Product: NC1=CC(=C(C(=O)NCC2CCN(CC2)CCCCCCC(=O)C2=CN(C3=CC=CC=C23)C)C=C1Cl)OC (4-amino-5-chloro-2-methoxy-N-((1-(7-(1-methyl-1 H-indol-3-yl)-7-oxoheptyl)piperidin-4-yl)methyl)-benzamide). As a reaction SMILES: Cl.Cl.[NH2:3][C:4]1[C:19]([Cl:20])=[CH:18][C:7]([C:8]([NH:10][CH2:11][CH:12]2[CH2:17][CH2:16][NH:15][CH2:14][CH2:13]2)=[O:9])=[C:6]([O:21][CH3:22])[CH:5]=1.Br[CH2:24][CH2:25][CH2:26][CH2:27][CH2:28][CH2:29][C:30]([C:32]1[C:40]2[C:35](=[CH:36][CH:37]=[CH:38][CH:39]=2)[N:34]([CH3:41])[CH:33]=1)=[O:31]>>[NH2:3][C:4]1[C:19]([Cl:20])=[CH:18][C:7]([C:8]([NH:10][CH2:11][CH:12]2[CH2:13][CH2:14][N:15]([CH2:24][CH2:25][CH2:26][CH2:27][CH2:28][CH2:29][C:30]([C:32]3[C:40]4[C:35](=[CH:36][CH:37]=[CH:38][CH:39]=4)[N:34]([CH3:41])[CH:33]=3)=[O:31])[CH2:16][CH2:17]2)=[O:9])=[C:6]([O:21][CH3:22])[CH:5]=1 |f:0.1.2|. Procedure details: 4-Amino-5-chloro-2-methoxy-N-(piperidin-4-ylmethyl)benzamide dihydrochloride (0.98 g) as starting compound and 7-bromo-1-(1-methyl-1 H-indol-3-yl)-1-heptanone were reacted and treated in the same manner as in Example 172 to give 0.83 g of 4-amino-5-chloro-2-methoxy-N-((1-(7-(1-methyl-1 H-indol-3-yl)-7-oxoheptyl)piperidin-4-yl)methyl)-benzamide. This compound was treated with hydrochloric acid-ethanol to obtain its hydrochloride as crystals. The reactants are COC(=O)c1cc(Cl)c(NC(C)=O)cc1OC, CO, [Li+], [OH-]. The product is COc1cc(NC(C)=O)c(Cl)cc1C(=O)O. RXN SMILES: [CH3:1][O:2][C:3]([c:4]1[c:5]([O:15][CH3:16])[cH:6][c:7]([NH:11][C:12]([CH3:13])=[O:14])[c:8]([Cl:10])[cH:9]1)=[O:17].[CH3:20][OH:21].[Li+:19].[OH-:18]>>[O:2]=[C:3]([c:4]1[c:5]([O:15][CH3:16])[cH:6][c:7]([NH:11][C:12]([CH3:13])=[O:14])[c:8]([Cl:10])[cH:9]1)[OH:17]. Starting materials: C=CCOC(=O)c1c(Oc2nc(OC)cc(OC)n2)ccc2[nH]c(C)c(NC(C)=O)c12, C1CCOC1. Product: COc1cc(OC)nc(Oc2ccc3[nH]c(C)c(NC(C)=O)c3c2C(=O)O)n1. RXN SMILES: [C:1]([CH3:2])(=[O:3])[NH:4][c:5]1[c:6]([CH3:31])[nH:7][c:8]2[cH:9][cH:10][c:11]([O:20][c:21]3[n:22][c:23]([O:29][CH3:30])[cH:24][c:25]([O:27][CH3:28])[n:26]3)[c:12]([C:14](=[O:15])[O:16][CH2:17][CH:18]=[CH2:19])[c:13]12.[O:32]1[CH2:33][CH2:34][CH2:35][CH2:36]1>>[C:1]([CH3:2])(=[O:3])[NH:4][c:5]1[c:6]([CH3:31])[nH:7][c:8]2[cH:9][cH:10][c:11]([O:20][c:21]3[n:22][c:23]([O:29][CH3:30])[cH:24][c:25]([O:27][CH3:28])[n:26]3)[c:12]([C:14](=[O:15])[OH:16])[c:13]12.